From a dataset of the Open Reaction Database (ORD), a public repository of structured organic reaction records. describe an organic reaction: reactants, conditions, products, and yield Starting materials: S(O)(O)(=O)=O (sulfuric acid), C([O-])(O)=O.[Na+] (sodium bicarbonate), FC(C(=O)OC(C(F)(F)F)=O)(F)F (trifluoroacetic anhydride), O=C1N(C(C2=CC=CC=C12)=O)[C@H](C(=O)N1C=CCC=C1)CC1=CC=CC=C1 ((S)-N-[2-(1,3-dihydro-1,3-dioxo-2H-isoindol-2-yl)-1-oxo-3-phenylpropyl]-1,4-dihydro-pyridine). Run in C(C)(=O)OCC.CCCCCC (ethyl acetate hexane), C(C)(=O)OCC.CCCCCC (ethyl acetate hexane). Conditions: time 30 minute. The product is O=C1N(C(C2=CC=CC=C12)=O)[C@@H]1C(N2C(C3=C(C1)C=CC=C3)CCC=C2)=O ((S)-7-[(1,3-Dihydro-1,3-dioxo-2H-isoindol-2-yl)]-1,2,6,7,8,12b-hexahydro-6-oxopyrido[2,1-a][2]benzazepine). Reaction SMILES: S(=O)(=O)(O)O.FC(F)(F)C(OC(=O)C(F)(F)F)=O.[O:19]=[C:20]1[C:28]2[C:23](=[CH:24][CH:25]=[CH:26][CH:27]=2)[C:22](=[O:29])[N:21]1[C@@H:30]([CH2:39][C:40]1[CH:45]=[CH:44][CH:43]=[CH:42][CH:41]=1)[C:31]([N:33]1[CH:38]=[CH:37][CH2:36][CH:35]=[CH:34]1)=[O:32].C(=O)(O)[O-].[Na+]>C(OCC)(=O)C.CCCCCC>[O:29]=[C:22]1[C:23]2[C:28](=[CH:27][CH:26]=[CH:25][CH:24]=2)[C:20](=[O:19])[N:21]1[C@H:30]1[CH2:39][C:40]2[CH:45]=[CH:44][CH:43]=[CH:42][C:41]=2[CH:34]2[CH2:35][CH2:36][CH:37]=[CH:38][N:33]2[C:31]1=[O:32] |f:3.4,5.6|. Procedure details: Combine sulfuric acid (3.0 mL, 96%) and trifluoroacetic anhydride (300 mL). Add (S)-N-[2-(1,3-dihydro-1,3-dioxo-2H-isoindol-2-yl)-1-oxo-3-phenylpropyl]-1,4-dihydro-pyridine (1.0 mmol). After 30 minutes, pour the reaction mixture into a mixture of saturated aqueous sodium bicarbonate and ice. Extract with ethyl acetate and then with methylene chloride. Combine the organic layers and filter through a plug of silica gel. Rinse the silica gel with dichloromethane. Evaporate the filtrate in vacuo to ... Reactants: ClCCCCC(=O)NC=1C=NC2=CC=CC=C2C1Cl (5-chloro-N-(4-chloroquinolin-3-yl)pentanamide), Cl.C(C1=CC=CC=C1)ON (O-benzylhydroxylamine hydrochloride). The solvent is C(C)(C)O (isopropanol). Reaction conditions: temperature 82 celsius. The product is ClCCCCC=1N(C2=C(C=NC=3C=CC=CC23)N1)O (2-(4-chlorobutyl)-1H-imidazo[4,5-c]quinolin-1-ol). The yield is 44.2%. Reaction SMILES: [Cl:1][CH2:2][CH2:3][CH2:4][CH2:5][C:6]([NH:8][C:9]1[CH:10]=[N:11][C:12]2[C:17]([C:18]=1Cl)=[CH:16][CH:15]=[CH:14][CH:13]=2)=O.Cl.C([O:28][NH2:29])C1C=CC=CC=1>C(O)(C)C>[Cl:1][CH2:2][CH2:3][CH2:4][CH2:5][C:6]1[N:29]([OH:28])[C:18]2[C:17]3[CH:16]=[CH:15][CH:14]=[CH:13][C:12]=3[N:11]=[CH:10][C:9]=2[N:8]=1 |f:1.2|. Reported procedure: A mixture of 5-chloro-N-(4-chloroquinolin-3-yl)pentanamide (1.0 g, 3.365 mmol) and O-benzylhydroxylamine hydrochloride (0.59 g, 3.70 mmol) in 10 mL of isopropanol was heated to 82° C. under an atmosphere of N2. After 2 days the mixture was cooled, solids were filtered off and rinsed with hexane and then ether. The brown solid was dried to give 0.4105 g of 2-(4-chlorobutyl)-1H-imidazo[4,5-c]quinolin-1-ol. The reactants are mono methyl ester, ClC=1C=C(COC2=CC(=NC(=C2)C(=O)O)C(=O)O)C=CC1 (4-(3-chlorobenzyloxy)-pyridine-2,6-dicarboxylic acid), C(CCl)Cl (EDC), C=1C=CC2=C(C1)N=NN2O (HOBT), C(#N)C1=CC=C(CNCCC2=CNC=N2)C=C1 (4-cyanobenzylhistamine), CN1CCOCC1 (NMM). Procedure: The mono methyl ester of 4-(3-chlorobenzyloxy)-pyridine-2,6-dicarboxylic acid (0.236 g, 0.622 mmol) was dissolved in DMF (2 mL) and treated with EDC (0.125 g, 0.653 mmol), HOBT (0.080 g, 0.59 mmol), 4-cyanobenzylhistamine (0.141 g, 0.622 mmol) and the pH adjusted to 7.5 with NMM. After stirring overnight at ambient temperature, the reaction mixture was concentrated to remove the DMF, the residue partitioned between EtOAc and aq saturated NaHCO3 solution, the organic layer separated, washed with ... Solvent: CN(C)C=O (DMF). Product: C(#N)C1=CC=C(CN2C=NC=C2CCNC(=O)C2=NC(=CC(=C2)OCC2=CC(=CC=C2)Cl)C(=O)OC)C=C1 (4-(3-Chlorobenzyloxy)-6-methoxycarbonyl-pyridine-2-carboxylic acid {2-[3-(4-cyanobenzyl)-3H-imidazol-4-yl]ethyl }-amide). RXN SMILES: [Cl:1][C:2]1[CH:3]=[C:4]([CH:19]=[CH:20][CH:21]=1)[CH2:5][O:6][C:7]1[CH:12]=[C:11]([C:13]([OH:15])=[O:14])[N:10]=[C:9]([C:16]([OH:18])=O)[CH:8]=1.C(Cl)CCl.[CH:26]1C=CC2N(O)N=NC=2C=1.[C:36]([C:38]1[CH:52]=[CH:51][C:41]([CH2:42][NH:43][CH2:44][CH2:45][C:46]2[N:50]=CNC=2)=[CH:40][CH:39]=1)#[N:37].[CH3:53][N:54]1CCOC[CH2:55]1>CN(C=O)C>[C:36]([C:38]1[CH:39]=[CH:40][C:41]([CH2:42][N:43]2[C:44]([CH2:45][CH2:46][NH:50][C:16]([C:9]3[CH:8]=[C:7]([O:6][CH2:5][C:4]4[CH:19]=[CH:20][CH:21]=[C:2]([Cl:1])[CH:3]=4)[CH:12]=[C:11]([C:13]([O:15][CH3:26])=[O:14])[N:10]=3)=[O:18])=[CH:55][N:54]=[CH:53]2)=[CH:51][CH:52]=1)#[N:37]. Conditions: time 8 hour. The reactants are CCOC(=O)CC1(Cc2c(C)[nH]c3c(Br)cccc23)CC1, CCOC(=O)CBr, O=C([O-])[O-], CN(C)C=O, [Cs+], [Cs+], O. Product: CCOC(=O)Cn1c(C)c(CC2(CC(=O)OCC)CC2)c2cccc(Br)c21. As a reaction SMILES: [Br:1][c:2]1[cH:3][cH:4][cH:5][c:6]2[c:7]([CH2:12][C:13]3([CH2:16][C:17](=[O:18])[O:19][CH2:20][CH3:21])[CH2:14][CH2:15]3)[c:8]([CH3:11])[nH:9][c:10]12.[Br:28][CH2:29][C:30](=[O:31])[O:32][CH2:33][CH3:34].[C:22](=[O:23])([O-:24])[O-:25].[CH3:35][N:36]([CH3:37])[CH:38]=[O:39].[Cs+:26].[Cs+:27].[OH2:40]>>[Br:1][c:2]1[cH:3][cH:4][cH:5][c:6]2[c:7]([CH2:12][C:13]3([CH2:16][C:17](=[O:18])[O:19][CH2:20][CH3:21])[CH2:14][CH2:15]3)[c:8]([CH3:11])[n:9]([CH2:29][C:30](=[O:31])[O:32][CH2:33][CH3:34])[c:10]12. Starting materials: C(=O)C=1C=CC(=C(N)C1)OCC(C)C (5-formyl-2-(2-methylpropoxy)aniline), NC=1SC=CN1 (2-aminothiazole), C(=O)C=1C=CC(=C(N)C1)OCC(C)C (5-formyl-2-(2-methylpropoxy)-aniline), CC(CO)C (2-methyl-propanol), FC1=C(C=C(C=O)C=C1)[N+](=O)[O-] (4-fluoro-3-nitrobenzaldehyde). Product: CC(COC1=C(C=C(C=O)C=C1)[N+](=O)[O-])C (4-(2-Methylpropoxy)-3-nitrobenzaldehyde), C(=O)C=1C=CC(=C(C1)NC(=O)NC=1SC=CN1)OCC(C)C (1-(5-Formyl-2-isobutoxy-phenyl)-3-thiazol-2-yl-urea). Isolated yield 65.0%. As a reaction SMILES: [CH3:1][CH:2]([CH3:5])[CH2:3][OH:4].F[C:7]1[CH:14]=[CH:13][C:10]([CH:11]=[O:12])=[CH:9][C:8]=1[N+:15]([O-:17])=[O:16].[CH:18]([C:20]1[CH:21]=[CH:22][C:23]([O:27][CH2:28][CH:29]([CH3:31])[CH3:30])=[C:24]([CH:26]=1)[NH2:25])=[O:19].[NH2:32][C:33]1[S:34][CH:35]=[CH:36][N:37]=1>>[CH3:1][CH:2]([CH3:5])[CH2:3][O:4][C:7]1[CH:14]=[CH:13][C:10]([CH:11]=[O:12])=[CH:9][C:8]=1[N+:15]([O-:17])=[O:16].[CH:18]([C:20]1[CH:21]=[CH:22][C:23]([O:27][CH2:28][CH:29]([CH3:31])[CH3:30])=[C:24]([NH:25][C:3]([NH:32][C:33]2[S:34][CH:35]=[CH:36][N:37]=2)=[O:4])[CH:26]=1)=[O:19]. Procedure details: 4-(2-Methylpropoxy)-3-nitrobenzaldehyde (0.83 g, 75%) was prepared from 2-methyl-propanol (0.46 ml, 5.0 mmol) and 4-fluoro-3-nitrobenzaldehyde (0.77 g, 5.0 mmol) following the general procedure G. This was reduced to 5-formyl-2-(2-methylpropoxy)-aniline (0.49 g, 68%) following general procedure B. 1-(5-Formyl-2-isobutoxy-phenyl)-3-thiazol-2-yl-urea (208 mg, 65%) was prepared from 5-formyl-2-(2-methylpropoxy)aniline (193 mg, 1.0 mmol) and 2-aminothiazole (100 mg, 1.0 mmol) following the general p...